This data is from the Open Reaction Database (ORD), a public repository of structured organic reaction records. The task is: describe an organic reaction: reactants, conditions, products, and yield Product: O=S1(N(CCCC1)CC1CN(C(C=2N1C(C=C(C2O)O)=O)=O)CC2=CC=C(C=C2)F)=O (4-[(1,1-dioxido-1,2-thiazinan-2-yl)methyl]-2-(4-fluorobenzyl)-8,9-dihydroxy-3,4-dihydro-2H-pyrido[1,2-a]pyrazine-1,6-dione). The solvent is CN(C)C=O (DMF). The reactants are C[Si](C)(C)[N-][Si](C)(C)C.[Na+] (sodium bis(trimethylsilyl)amide), C1CCOC1 (THF), C(C)(=O)N1CC(N(CC1CN1S(CCCC1)(=O)=O)CC1=CC=C(C=C1)F)=O (4-acetyl-5-[(1,1-dioxido-1,2-thiazinan-2-yl)methyl]-1-(4-fluorobenzyl)-piperazin-2-one), C(C(=O)OCC)(=O)OCC (diethyl oxalate), C[Si](C)(C)[N-][Si](C)(C)C.[Na+] (sodium bis(trimethylsilyl)amide), C1CCOC1 (THF). Reaction SMILES: [C:1]([N:4]1[CH:9]([CH2:10][N:11]2[CH2:16][CH2:15][CH2:14][CH2:13][S:12]2(=[O:18])=[O:17])[CH2:8][N:7]([CH2:19][C:20]2[CH:25]=[CH:24][C:23]([F:26])=[CH:22][CH:21]=2)[C:6](=[O:27])[CH2:5]1)(=[O:3])[CH3:2].[C:28](OCC)(=[O:34])[C:29](OCC)=[O:30].C[Si]([N-][Si](C)(C)C)(C)C.[Na+].C1COCC1>CN(C=O)C>[O:17]=[S:12]1(=[O:18])[CH2:13][CH2:14][CH2:15][CH2:16][N:11]1[CH2:10][CH:9]1[N:4]2[C:1](=[O:3])[CH:2]=[C:28]([OH:34])[C:29]([OH:30])=[C:5]2[C:6](=[O:27])[N:7]([CH2:19][C:20]2[CH:21]=[CH:22][C:23]([F:26])=[CH:24][CH:25]=2)[CH2:8]1 |f:2.3|. Conditions: time 30 minute. Reported procedure: To a cold (0° C.) solution of 4-acetyl-5-[(1,1-dioxido-1,2-thiazinan-2-yl)methyl]-1-(4-fluorobenzyl)-piperazin-2-one (75 mg, 0.19 mmol) and diethyl oxalate (29 μL, 0.21 mmol) in DMF (3 mL) under an atmosphere of nitrogen, a solution of sodium bis(trimethylsilyl)amide in THF (1M, 0.21 mL, 0.21 mmol) was added over a period of 0.5 h and stirred at the temperature for 30 min. Then additional sodium bis(trimethylsilyl)amide in THF (1M, 0.21 mL, 0.21 mmol) was added over a period of 0.5 h and stirred... Reactants: C(C(=O)C)CC(C)=O (acetonylacetone), ClC1=C(OCC(=O)NN)C=CC(=C1)C=1C(NC(NN1)=O)C (α-[2-Chloro-4-(2,3,4,5-tetrahydro-5-methyl-3-oxo-1,2,4-triazin-6-yl)phenoxy]acetohydrazide). Solvent: C(C)(=O)O (acetic acid), C(C)(=O)O (acetic acid). Run at temperature 70 celsius. The product is ClC1=C(OCC(=O)NN2C(=CC=C2C)C)C=CC(=C1)C=1C(NC(NN1)=O)C (α-[2-Chloro-4-(2,3,4,5-tetrahydro-5-methyl-3-oxo-1,2,4-triazin-6-yl)phenoxy]-N-(2,5-dimethyl-1-pyrrolyl)acetamide). Yield: 64.0%. RXN SMILES: [CH2:1]([CH2:5][C:6](=O)[CH3:7])[C:2]([CH3:4])=O.[Cl:9][C:10]1[CH:21]=[C:20]([C:22]2[CH:23]([CH3:29])[NH:24][C:25](=[O:28])[NH:26][N:27]=2)[CH:19]=[CH:18][C:11]=1[O:12][CH2:13][C:14]([NH:16][NH2:17])=[O:15]>C(O)(=O)C>[Cl:9][C:10]1[CH:21]=[C:20]([C:22]2[CH:23]([CH3:29])[NH:24][C:25](=[O:28])[NH:26][N:27]=2)[CH:19]=[CH:18][C:11]=1[O:12][CH2:13][C:14]([NH:16][N:17]1[C:6]([CH3:7])=[CH:5][CH:1]=[C:2]1[CH3:4])=[O:15]. Reported procedure: 0.27 g of acetonylacetone was added to a solution of 0.5 g of α-[2-chloro-4-(2,3,4,5-tetrahydro-5-methyl-3-oxo-1,2,4-triazin-6-yl)phenoxy]acetohydrazide (prepared as described in Example 13) dissolved in 5 ml of acetic acid, and the mixture was heated at 70° C. for 4 hours. The acetic acid used as the solvent was removed by evaporation under reduced pressure, and the residue was mixed with water to precipitate crystals. These crystals were collected by filtration, washed with water and dried. Th... Starting materials: C(#N)CCC1(C(N(C2=CC(=CC=C12)OC)C1=C(C=CC=C1)F)=O)NC(=O)C=1N=CC2=CC=CC=C2C1 ((+)-N-[3-(2-cyanoethyl)-1-(2-fluorophenyl)-2,3-dihydro-6-methoxy-2-oxo-1H-indol-3-yl]-3-isoquinolinecarboxamide), CO (methanol), Cl (hydrochloric acid), O (water). Yields the product FC1=C(C=CC=C1)N1C(C(C2=CC=C(C=C12)OC)(NC(=O)C=1N=CC2=CC=CC=C2C1)CCC(=O)OC)=O ((+)-methyl 3-[l-(2-fluorophenyl)-2,3-dihydro-3-(3-isoquinolinyl)carbonylamino-6-methoxy-2-oxo-1H-indol-3-yl]propionate). Isolated yield 91.0%. As a reaction SMILES: [C:1]([CH2:3][CH2:4][C:5]1([NH:24][C:25]([C:27]2[N:28]=[CH:29][C:30]3[C:35]([CH:36]=2)=[CH:34][CH:33]=[CH:32][CH:31]=3)=[O:26])[C:13]2[C:8](=[CH:9][C:10]([O:14][CH3:15])=[CH:11][CH:12]=2)[N:7]([C:16]2[CH:21]=[CH:20][CH:19]=[CH:18][C:17]=2[F:22])[C:6]1=[O:23])#N.Cl.[OH2:38].[CH3:39][OH:40]>>[F:22][C:17]1[CH:18]=[CH:19][CH:20]=[CH:21][C:16]=1[N:7]1[C:8]2[C:13](=[CH:12][CH:11]=[C:10]([O:14][CH3:15])[CH:9]=2)[C:5]([CH2:4][CH2:3][C:1]([O:40][CH3:39])=[O:38])([NH:24][C:25]([C:27]2[N:28]=[CH:29][C:30]3[C:35]([CH:36]=2)=[CH:34][CH:33]=[CH:32][CH:31]=3)=[O:26])[C:6]1=[O:23]. Procedure: In 80 ml of anhydrous methanol was dissolved 23.85 g of the (+)-N-[3-(2-cyanoethyl)-1-(2-fluorophenyl)-2,3-dihydro-6-methoxy-2-oxo-1H-indol-3-yl]-3-isoquinolinecarboxamide crude product, and under ice cooling, a hydrochloric acid gas was passed through the solution until the gas was saturated. Thereafter, 1.71 ml of water was added to the solution. The reaction mixture was refluxed for 1 hour, cooled and then concentrated under reduced pressure. The residue was neutralized with an aqueous satura... The reactants are ester, C1(=CCCCCCCCCCC1)C(=O)OCC (ethyl cyclododecenecarboxylate), C1(CCCCCCCCCCC1)C(=O)OCC (ethyl cyclododecanecarboxylate). Yields the product C1(=CC=CCCCCCCCC1)C(=O)OCC (Ethyl Cyclododecadienecarboxylate). Reaction SMILES: [C:1]1([C:13]([O:15][CH2:16][CH3:17])=[O:14])[CH2:12][CH2:11][CH2:10][CH2:9][CH2:8][CH2:7][CH2:6][CH2:5][CH2:4][CH2:3][CH:2]=1.C1(C(OCC)=O)CCCCCCCCCCC1>>[C:1]1([C:13]([O:15][CH2:16][CH3:17])=[O:14])[CH2:12][CH2:11][CH2:10][CH2:9][CH2:8][CH2:7][CH2:6][CH2:5][CH:4]=[CH:3][CH:2]=1. Procedure: The major ester product of hydrogenation is a mixture of ethyl cyclododecenecarboxylate and ethyl cyclododecanecarboxylate. Reactants: OC1[C@H]([C@@H](O)[C@H](O)[C@H](O1)CO)NC(=O)C (ManNAc), C(C(=O)C)(=O)[O-] (pyruvate). Solvent: solution. The product is OC1[C@H]([C@@H](O)[C@H](O)[C@H](O1)CO)NC(=O)C (ManNAc), OC(=O)C1(O)C[C@H](O)[C@@H](NC(=O)C)[C@@H](O1)[C@H](O)[C@H](O)CO (Neu5Ac). As a reaction SMILES: [OH:1][CH:2]1[O:9][C@H:8]([CH2:10][OH:11])[C@@H:6]([OH:7])[C@H:4]([OH:5])[C@@H:3]1[NH:12][C:13]([CH3:15])=[O:14].[C:16]([O-:21])(=[O:20])[C:17]([CH3:19])=[O:18]>>[OH:1][CH:2]1[O:9][C@H:8]([CH2:10][OH:11])[C@@H:6]([OH:7])[C@H:4]([OH:5])[C@@H:3]1[NH:12][C:13]([CH3:15])=[O:14].[OH:20][C:16]([C:17]1([O:5][C@@H:4]([C@@H:6]([C@@H:8]([CH2:10][OH:11])[OH:9])[OH:7])[C@H:3]([NH:12][C:13]([CH3:15])=[O:14])[C@@H:2]([OH:1])[CH2:19]1)[OH:18])=[O:21]. Reported procedure: The second reaction was run with the recovered enzyme under the same conditions with exceptions in the amounts of substrates (40 mmol of ManNAc and 400 mmol of pyruvate) and the volume of solution (260 mL). The 10-day operation gave 91% conversion of ManNAc to Neu5Ac. The recovered enzyme retained 50% of its initial activity, and the products in solution were stored at -10° C. until further purified. The excess pyruvate was removed by a three step procedure. Fifty-two mL portions of the solution... Starting materials: [N+]1(=CC=CC=C1)[O-] (pyridine N-oxide), CCS(=O)(=O)[O-] (methylmethanesulfonate). Yields the product CS(=O)(=O)[O-].CO[N+]1=CC=CC=C1 (N-methoxypyridinium methanesulfonate). Reaction SMILES: [N+:1]1([O-:7])[CH:6]=[CH:5][CH:4]=[CH:3][CH:2]=1.[CH3:8][CH2:9][S:10]([O-:13])(=[O:12])=[O:11]>>[CH3:9][S:10]([O-:13])(=[O:12])=[O:11].[CH3:8][O:7][N+:1]1[CH:6]=[CH:5][CH:4]=[CH:3][CH:2]=1 |f:2.3|. Procedure: N-methoxypyridinium methanesulfonate was prepared by mixing pyridine N-oxide and an equimolar amount of methylmethanesulfonate and heating the mixture at 95°C for 6 hours. The crude product obtained was recrystallized in a mixture of ethanol and ethyl acetate. By this procedure N-methoxypyridinium methanesulfonate having a melting point of 83° to 85.5°C were obtained. Solvent: O (water). RXN SMILES: [N+:1]([C:4]1[CH:5]=[C:6]([CH:24]=[CH:25][CH:26]=1)[NH:7][C:8]1[CH:23]=[CH:22][CH:21]=[CH:20][C:9]=1[C:10]([NH:12][CH2:13][C:14]1[CH:19]=[CH:18][CH:17]=[CH:16][CH:15]=1)=[O:11])([O-:3])=[O:2].[O:27]1CCC[CH2:28]1.[H-].[Na+].ClC1C=C(NC(N2C=CN=C2)=O)C=CC=1>O>[N+:1]([C:4]1[CH:5]=[C:6]([N:7]2[C:8]3[C:9](=[CH:20][CH:21]=[CH:22][CH:23]=3)[C:10](=[O:11])[N:12]([CH2:13][C:14]3[CH:19]=[CH:18][CH:17]=[CH:16][CH:15]=3)[C:28]2=[O:27])[CH:24]=[CH:25][CH:26]=1)([O-:3])=[O:2] |f:2.3|. Procedure details: To a solution of 3.5 g of 2-(m-nitroanilino)-N-benzylbenzamide and 30 ml of dry tetrahydrofuran was added 1.0 g of about 55 % sodium hydride, and stirring was performed for 30 minutes at room temperature. To this was added dropwise a solution of 4.9 g of 1-[N-(m-chlorophenyl)carbamoyl]imidazole and 30 ml of dry tetrahydrofuran. The mixture was allowed to stand for 30 minutes at room temperature and then refluxed for 2 hours. After the reaction was complete, the resulting mixture was filtered. Th... Starting materials: [N+](=O)([O-])C=1C=C(NC2=C(C(=O)NCC3=CC=CC=C3)C=CC=C2)C=CC1 (2-(m-nitroanilino)-N-benzylbenzamide), O1CCCC1 (tetrahydrofuran), [H-].[Na+] (sodium hydride), ClC=1C=C(C=CC1)NC(=O)N1C=NC=C1 (1-[N-(m-chlorophenyl)carbamoyl]imidazole), O1CCCC1 (tetrahydrofuran). Reaction conditions: time 30 minute. Product: [N+](=O)([O-])C=1C=C(C=CC1)N1C(N(C(C2=CC=CC=C12)=O)CC1=CC=CC=C1)=O (1-(m-nitrophenyl)-3-benzylquinazoline-2,4(1H, 3H)-dione). Procedure details: A solution of potassium peroxymonosulphate [`Oxone` (trade mark); 38.7 g, 63 mmol]in water (100 ml) was added in one portion to a vigorously stirred solution of (4-t-butylphenylthio)nitromethane (A) (4.76 g, 21.9 mmol) in methanol (90 ml). A cream coloured precipitate was formed. The mixture was stirred overnight. Water (200 ml) was then added and the mixture was extracted with ethyl acetate. The extracts were combined, dried (MgSO4) and the solvent was removed by evaporation. The residual yello... Starting materials: O (Water), S(=O)(=O)(O[O-])[O-].[K+].[K+] (potassium peroxymonosulphate), C(C)(C)(C)C1=CC=C(C=C1)SC[N+](=O)[O-] ((4-t-butylphenylthio)nitromethane), O (water). Product: C(C)(C)(C)C1=CC=C(C=C1)S(=O)(=O)C[N+](=O)[O-] ((4 t-butylphenylsulphonyl)nitromethane). Solvent: CO (methanol). Run at time 8 hour. RXN SMILES: S([O-])(O[O-])(=O)=[O:2].[K+].[K+].[C:9]([C:13]1[CH:18]=[CH:17][C:16]([S:19][CH2:20][N+:21]([O-:23])=[O:22])=[CH:15][CH:14]=1)([CH3:12])([CH3:11])[CH3:10].[OH2:24]>CO>[C:9]([C:13]1[CH:18]=[CH:17][C:16]([S:19]([CH2:20][N+:21]([O-:23])=[O:22])(=[O:2])=[O:24])=[CH:15][CH:14]=1)([CH3:12])([CH3:10])[CH3:11] |f:0.1.2|.